This data is from the Open Reaction Database (ORD), a public repository of structured organic reaction records. The task is: describe an organic reaction: reactants, conditions, products, and yield Starting materials: C(=O)([O-])[O-].[K+].[K+] (K2CO3), OC1=C(SC(=C1)N1C=NC2=C1C=NC=C2)C(=O)OC (methyl 3-hydroxy-5-(3H-imidazo[4,5-c]pyridin-3-yl)thiophene-2-carboxylate), isomeric mixture, OC1=C(SC(=C1)N1C=NC=2C=NC=CC21)C(=O)OC (methyl 3-hydroxy-5-(1H-imidazo[4,5-c]pyridin-1-yl)thiophene-2-carboxylate), ClC1=C(C=CC=C1)C(C)Cl (1-chloro-2-(1-chloroethyl)benzene). The solvent is CN(C=O)C (N,N-dimethylformamide). Product: ClC1=C(C=CC=C1)C(C)OC1=C(SC(=C1)N1C=NC=2C=NC=CC21)C(=O)OC (methyl 3-[1-(2-chlorophenyl)ethoxy]-5-(1H-imidazo[4,5-c]pyridin-1-yl)thiophene-2-carboxylate), ClC1=C(C=CC=C1)C(C)OC1=C(SC(=C1)N1C=NC2=C1C=NC=C2)C(=O)OC (methyl 3-[1-(2-chlorophenyl)ethoxy]-5-(3H-imidazo[4,5-c]pyridin-3-yl)thiophene-2-carboxylate). RXN SMILES: [OH:1][C:2]1[CH:6]=[C:5]([N:7]2[C:15]3[CH:14]=[CH:13][N:12]=[CH:11][C:10]=3[N:9]=[CH:8]2)[S:4][C:3]=1[C:16]([O:18][CH3:19])=[O:17].[OH:20][C:21]1[CH:25]=[C:24]([N:26]2[C:30]3[CH:31]=[N:32][CH:33]=[CH:34][C:29]=3[N:28]=[CH:27]2)[S:23][C:22]=1[C:35]([O:37][CH3:38])=[O:36].C([O-])([O-])=O.[K+].[K+].[Cl:45][C:46]1[CH:51]=[CH:50][CH:49]=[CH:48][C:47]=1[CH:52](Cl)[CH3:53]>CN(C)C=O>[Cl:45][C:46]1[CH:51]=[CH:50][CH:49]=[CH:48][C:47]=1[CH:52]([O:1][C:2]1[CH:6]=[C:5]([N:7]2[C:15]3[CH:14]=[CH:13][N:12]=[CH:11][C:10]=3[N:9]=[CH:8]2)[S:4][C:3]=1[C:16]([O:18][CH3:19])=[O:17])[CH3:53].[Cl:45][C:46]1[CH:51]=[CH:50][CH:49]=[CH:48][C:47]=1[CH:52]([O:20][C:21]1[CH:25]=[C:24]([N:26]2[C:30]3[CH:31]=[N:32][CH:33]=[CH:34][C:29]=3[N:28]=[CH:27]2)[S:23][C:22]=1[C:35]([O:37][CH3:38])=[O:36])[CH3:53] |f:2.3.4|. Reported procedure: In a similar manner as described for example B3, 300 mg of an isomeric mixture of methyl 3-hydroxy-5-(1H-imidazo[4,5-c]pyridin-1-yl)thiophene-2-carboxylate and methyl 3-hydroxy-5-(3H-imidazo[4,5-c]pyridin-3-yl)thiophene-2-carboxylate (example C1) and 181 mg K2CO3 and 206 mg 1-chloro-2-(1-chloroethyl)benzene in 5 ml N,N-dimethylformamide yield methyl 3-[1-(2-chlorophenyl)ethoxy]-5-(1H-imidazo[4,5-c]pyridin-1-yl)thiophene-2-carboxylate and methyl 3-[1-(2-chlorophenyl)ethoxy]-5-(3H-imidazo[4,5-c]py... Reactants: Cl.[Cl-].[Na+] (hydrochloric acid sodium chloride), [Br-].C(=O)(OCC)C[S+](CC)CC (carbethoxymethyl diethylsulfonium bromide), C1(C=CCC1)=O (2-cyclopenten-1-one), N12CCCCCC2=NCCC1 (1,8-diazabicyclo[5.4.0]undec-7-ene). Run in C1(=CC=CC=C1)C (toluene). Conditions: time 1 hour. The product is O=C1C2C(C2CC1)C(=O)OCC ((1SR,5RS,6SR)Ethyl 2-Oxobicyclo[3.1.0]hexane-6-carboxylate). Yield: 76.7%. As a reaction SMILES: [Br-].[C:2]([CH2:7][S+](CC)CC)([O:4][CH2:5][CH3:6])=[O:3].N12CCCN=C1CCCCC2.[C:24]1(=[O:29])[CH2:28][CH2:27][CH:26]=[CH:25]1.Cl.[Cl-].[Na+]>C1(C)C=CC=CC=1>[O:29]=[C:24]1[CH2:28][CH2:27][CH:26]2[CH:25]1[CH:7]2[C:2]([O:4][CH2:5][CH3:6])=[O:3] |f:0.1,4.5.6|. Procedure details: A suspension of carbethoxymethyl diethylsulfonium bromide (45.5 g) in toluene (350 mL) was treated with 1,8-diazabicyclo[5.4.0]undec-7-ene (30.2 g). The resulting mixture was stirred at room temperature. After one hour, the reaction mixture was treated with 2-cyclopenten-1-one (19.57 g). After an additional 18 hours, the reaction mixture was added to a 1N hydrochloric acid/sodium chloride solution. The resulting mixture was extracted with diethyl ether. The combined ether extracts were dried ove... The reactants are Cc1ccc(S(=O)(=O)O)cc1, Cc1ccccc1, NS(=O)(=O)c1ccc(Cl)cc1, O=Cc1cccnc1. Yields the product O=S(=O)(N=Cc1cccnc1)c1ccc(Cl)cc1. Reaction SMILES: [CH3:20][c:21]1[cH:22][cH:23][c:24]([S:25]([OH:26])(=[O:27])=[O:28])[cH:29][cH:30]1.[CH3:31][c:32]1[cH:33][cH:34][cH:35][cH:36][cH:37]1.[Cl:9][c:10]1[cH:11][cH:12][c:13]([S:16](=[O:17])(=[O:18])[NH2:19])[cH:14][cH:15]1.[n:1]1[cH:2][c:3]([CH:7]=[O:8])[cH:4][cH:5][cH:6]1>>[n:1]1[cH:2][c:3]([CH:7]=[N:19][S:16]([c:13]2[cH:12][cH:11][c:10]([Cl:9])[cH:15][cH:14]2)(=[O:17])=[O:18])[cH:4][cH:5][cH:6]1. Reactants: di-tert-butyl (2′,4′, 6′-triisopropyl-3,6-dimnethoxybiphenyl-2-yl)phosphine, [O-]P(=O)([O-])[O-].[K+].[K+].[K+] (potassium phosphate tribasic), FC(C(OC(C(F)(F)F)(F)F)(F)F)(S(=O)(=O)OC1=CC2=CC=C(C=C2C=C1)C1=C(C(=CC(=C1)N1C(NC(C=C1)=O)=O)C(C)(C)C)OC)F (6-(3-tert-Butyl-5-(2,4-dioxo-3,4-dihydropyrimidin-1(2H)-yl)-2-methoxyphenyl)naphthalen-2-yl 1,1,2,2-tetrafluoro-2-(perfluoroethoxy)ethanesulfonate), compound ( 5f ), CS(=O)(=O)N (methanesulfonamide), CC1OCCC1 (2-Methyltetrahydrofuran). The reagents and catalysts are C=1C=CC(=CC1)/C=C/C(=O)/C=C/C2=CC=CC=C2.C=1C=CC(=CC1)/C=C/C(=O)/C=C/C2=CC=CC=C2.C=1C=CC(=CC1)/C=C/C(=O)/C=C/C2=CC=CC=C2.[Pd].[Pd] (Tris(dibenzylideneacetone)dipalladium(0)). Solvent: C(C)(=O)OCC (ethyl acetate). Conditions: temperature 80 celsius, time 30 minute. The product is C(C)(C)(C)C=1C(=C(C=C(C1)N1C(NC(C=C1)=O)=O)C=1C=C2C=CC(=CC2=CC1)NS(=O)(=O)C)OC (N-(6-(3-tert-butyl-5-(2,4-dioxo-3,4-dihydropyrimidin-1(2H)-yl)-2-methoxyphenyl)naphthalen-2-yl)methanesulfonamide). RXN SMILES: [O-]P([O-])([O-])=O.[K+].[K+].[K+].CC1CCCO1.FC(F)(S(O[C:32]1[CH:41]=[CH:40][C:39]2[C:34](=[CH:35][CH:36]=[C:37]([C:42]3[CH:47]=[C:46]([N:48]4[CH:53]=[CH:52][C:51](=[O:54])[NH:50][C:49]4=[O:55])[CH:45]=[C:44]([C:56]([CH3:59])([CH3:58])[CH3:57])[C:43]=3[O:60][CH3:61])[CH:38]=2)[CH:33]=1)(=O)=O)C(F)(F)OC(F)(F)C(F)(F)F.[CH3:63][S:64]([NH2:67])(=[O:66])=[O:65]>C1C=CC(/C=C/C(/C=C/C2C=CC=CC=2)=O)=CC=1.C1C=CC(/C=C/C(/C=C/C2C=CC=CC=2)=O)=CC=1.C1C=CC(/C=C/C(/C=C/C2C=CC=CC=2)=O)=CC=1.[Pd].[Pd].C(OCC)(=O)C>[C:56]([C:44]1[C:43]([O:60][CH3:61])=[C:42]([C:37]2[CH:38]=[C:39]3[C:34](=[CH:35][CH:36]=2)[CH:33]=[C:32]([NH:67][S:64]([CH3:63])(=[O:66])=[O:65])[CH:41]=[CH:40]3)[CH:47]=[C:46]([N:48]2[CH:53]=[CH:52][C:51](=[O:54])[NH:50][C:49]2=[O:55])[CH:45]=1)([CH3:58])([CH3:57])[CH3:59] |f:0.1.2.3,7.8.9.10.11|. Procedure: Tris(dibenzylideneacetone)dipalladium(0) (0.0026 g, 2.80 μmol), di-tert-butyl (2′,4′, 6′-triisopropyl-3,6-dimnethoxybiphenyl-2-yl)phosphine (0.0033 g, 6.72 μmol) and milled potassium phosphate tribasic (0.131 g, 0.616 mmol) were charged to a 40-mL reaction vial inside an inert atmosphere glove box. 2-Methyltetrahydrofuran (1.5 mL) was added, the vial was capped, and the contents were heated to 80 ° C. and stirred at this temperature for 30 minutes. The reaction mixture was cooled down to room te... The reactants are C(CCC)[Li] (n-butyl lithium), COC1=CC=C(C=C1)C=1SC=CC1C1=CC=C(C=C1)OC (2,3-Bis(4-methoxyphenyl)thiophene), C[Si](C)(C)Cl (trimethylsilyl chloride). The solvent is C1(=CC=CC=C1)C (toluene), C(C)OCC (diethyl ether). Conditions: time 8 hour. The product is COC1=CC=C(C=C1)C=1SC(=CC1C1=CC=C(C=C1)OC)[Si](C)(C)C (2,3-Bis(4-methoxyphenyl)-5-(trimethylsilyl)thiophene). Reaction SMILES: [CH3:1][O:2][C:3]1[CH:8]=[CH:7][C:6]([C:9]2[S:10][CH:11]=[CH:12][C:13]=2[C:14]2[CH:19]=[CH:18][C:17]([O:20][CH3:21])=[CH:16][CH:15]=2)=[CH:5][CH:4]=1.C([Li])CCC.[CH3:27][Si:28](Cl)([CH3:30])[CH3:29]>C1(C)C=CC=CC=1.C(OCC)C>[CH3:1][O:2][C:3]1[CH:4]=[CH:5][C:6]([C:9]2[S:10][C:11]([Si:28]([CH3:30])([CH3:29])[CH3:27])=[CH:12][C:13]=2[C:14]2[CH:19]=[CH:18][C:17]([O:20][CH3:21])=[CH:16][CH:15]=2)=[CH:7][CH:8]=1. Procedure details: 2,3-Bis(4-methoxyphenyl)thiophene (5.92 g, 20 mmole) was dissolved in 100 ml toluene and the volume reduced by approximately 3/4 by distillation. The cooled solution was diluted with 130 ml diethyl ether, cooled to ~10° and treated with 1.55 M n-butyl lithium (15.5 ml, 1.2 equiv.). The reaction mixture was heated at reflux for 1.5 hours, cooled to 0° and treated dropwise with a solution of trimethylsilyl chloride (3.1 ml, 1.2 equiv.) in 5 ml diethyl ether. The reaction mixture was stirred overni... Starting materials: C(C1=CC=CC=C1)NC(=O)C1=C(N=C(S1)NC(=O)C1=CC(NC=C1)=O)C (N-benzyl-4-methyl-2-(2-oxo-1,2-dihydropyridine-4-carboxamido)thiazole-5-carboxamide), C([O-])([O-])=O.[K+].[K+] (potassium carbonate), OC=1C=CC=C2C=CC=NC12 (8-hydroxyquinoline), IC1=CC=CC=C1 (iodobenzene). Reagents/catalysts: [Cu]I (copper(I) iodide). The solvent is CS(=O)C (dimethyl sulfoxide). Reaction conditions: temperature 130 celsius. Product: C(C1=CC=CC=C1)NC(=O)C1=C(N=C(S1)NC(=O)C1=CC(N(C=C1)C1=CC=CC=C1)=O)C (N-Benzyl-4-methyl-2-(2-oxo-1-phenyl-1,2-dihydropyridine-4-carboxamido)thiazole-5-carboxamide). The yield is 20.0%. RXN SMILES: [CH2:1]([NH:8][C:9]([C:11]1[S:15][C:14]([NH:16][C:17]([C:19]2[CH:24]=[CH:23][NH:22][C:21](=[O:25])[CH:20]=2)=[O:18])=[N:13][C:12]=1[CH3:26])=[O:10])[C:2]1[CH:7]=[CH:6][CH:5]=[CH:4][CH:3]=1.C(=O)([O-])[O-].[K+].[K+].O[C:34]1[CH:35]=[CH:36][CH:37]=[C:38]2[C:43]=1N=CC=C2.IC1C=CC=CC=1>CS(C)=O.[Cu]I>[CH2:1]([NH:8][C:9]([C:11]1[S:15][C:14]([NH:16][C:17]([C:19]2[CH:24]=[CH:23][N:22]([C:34]3[CH:35]=[CH:36][CH:37]=[CH:38][CH:43]=3)[C:21](=[O:25])[CH:20]=2)=[O:18])=[N:13][C:12]=1[CH3:26])=[O:10])[C:2]1[CH:7]=[CH:6][CH:5]=[CH:4][CH:3]=1 |f:1.2.3|. Procedure: To a degassed solution of N-benzyl-4-methyl-2-(2-oxo-1,2-dihydropyridine-4-carboxamido)thiazole-5-carboxamide (0.060 g, 0.16 mmol), potassium carbonate (0.033 g, 0.24 mmol) and 8-hydroxyquinoline (0.0034 g, 0.024 mmol) in dimethyl sulfoxide (5 mL) were added iodobenzene (0.039 g, 0.19 mmol) and finally copper(I) iodide (0.0046 g, 0.025 mmol). The reaction mixture was heated at 130° C. for 16 hours, then cooled to ambient temperature and filtered. The solvent was removed in vacuo. The residue was... Procedure details: A solution of dimethyl 4,5-dichlorophthalate A5 (98.86 g, 375.78 mmol) in tetrahydrofuran (150 mL) is added dropwise over 1 h to a mechanically stirred suspension of LAH (20.8 g, 548.1 mmol) in tetrahydrofuran (1.5 L). During the addition, the reaction is cooled in an ice-water bath. When the addition is completed, the reaction is stirred overnight at RT. The excess LAH is decomposed by cautious addition of water (20 mL), 10% aqueous NaOH (40 mL) and water (20 mL). The solids are removed by filt... Reaction conditions: time 8 hour. Product: ClC1=CC(=C(C=C1Cl)CO)CO (4,5-Dichloro-1,2-bis(hydroxymethyl)benzene). Starting materials: ClC=1C=C(C(C(=O)OC)=CC1Cl)C(=O)OC (Dimethyl 4,5-Dichlorophthalate), [H-].[H-].[H-].[H-].[Li+].[Al+3] (LAH), [H-].[H-].[H-].[H-].[Li+].[Al+3] (LAH), O (water), [OH-].[Na+] (NaOH), O (water). As a reaction SMILES: [Cl:1][C:2]1[CH:3]=[C:4]([C:13](OC)=[O:14])[C:5](=[CH:10][C:11]=1[Cl:12])[C:6](OC)=[O:7].[H-].[H-].[H-].[H-].[Li+].[Al+3].O.[OH-].[Na+]>O1CCCC1>[Cl:1][C:2]1[C:11]([Cl:12])=[CH:10][C:5]([CH2:6][OH:7])=[C:4]([CH2:13][OH:14])[CH:3]=1 |f:1.2.3.4.5.6,8.9|. Solvent: O1CCCC1 (tetrahydrofuran), O1CCCC1 (tetrahydrofuran). Starting materials: NCCBr, Br, O=C([O-])[O-], CCOC(C)=O, O=C(c1nc2cc(Cl)c(Cl)cc2[nH]1)C(F)(F)F, [K+], [K+], CN(C)C=O. The product is FC(F)(F)C1(c2nc3cc(Cl)c(Cl)cc3[nH]2)NCCO1. As a reaction SMILES: [Br:19][CH2:20][CH2:21][NH2:22].[BrH:18].[C:23](=[O:24])([O-:25])[O-:26].[CH3:34][CH2:35][O:36][C:37](=[O:38])[CH3:39].[Cl:1][c:2]1[cH:3][c:4]2[c:5]([nH:6][c:7]([C:9]([C:10]([F:11])([F:12])[F:13])=[O:14])[n:8]2)[cH:15][c:16]1[Cl:17].[K+:27].[K+:28].[O:29]=[CH:30][N:31]([CH3:32])[CH3:33]>>[Cl:1][c:2]1[cH:3][c:4]2[c:5]([n:6][c:7]([C:9]3([C:10]([F:11])([F:12])[F:13])[O:14][CH2:20][CH2:21][NH:22]3)[nH:8]2)[cH:15][c:16]1[Cl:17]. Yields the product CC(C)(C)c1ccccc1Oc1sccc1N=C=S. As a reaction SMILES: [C:18](=[S:19])([c:20]1[nH:21][cH:22][cH:23][n:24]1)[c:25]1[nH:26][cH:27][cH:28][n:29]1.[C:1]([CH3:2])([CH3:3])([CH3:4])[c:5]1[c:6]([O:7][c:8]2[s:9][cH:10][cH:11][c:12]2[NH2:13])[cH:14][cH:15][cH:16][cH:17]1.[Cl:30][CH2:31][Cl:32]>>[C:1]([CH3:2])([CH3:3])([CH3:4])[c:5]1[c:6]([O:7][c:8]2[s:9][cH:10][cH:11][c:12]2[N:13]=[C:18]=[S:19])[cH:14][cH:15][cH:16][cH:17]1. Starting materials: S=C(c1ncc[nH]1)c1ncc[nH]1, CC(C)(C)c1ccccc1Oc1sccc1N, ClCCl. Reactants: CON(C(=O)C1=CN(C2=CC=CC=C2C1=O)CC1=NC(=CC=C1)C)C (1-(6-methyl-pyridin-2-ylmethyl)-4-oxo-1,4-dihydro-quinoline-3-carboxylic acid methoxy-methyl-amide), white powder, IC=1C=CC(=NC1)C(F)(F)F (5-iodo-2-trifluoromethyl-pyridine), C(C)(C)[Mg]Cl (isopropylmagnesium chloride). Run in C1CCOC1 (THF), C1CCOC1 (THF). The product is CC1=CC=CC(=N1)CN1C=C(C(C2=CC=CC=C12)=O)C(=O)C=1C=NC(=CC1)C(F)(F)F (1-(6-Methyl-pyridin-2-ylmethyl)-3-(6-trifluoromethyl-pyridine-3-carbonyl)-1H-quinolin-4-one). Reaction SMILES: CON(C)[C:4]([C:6]1[C:15](=[O:16])[C:14]2[C:9](=[CH:10][CH:11]=[CH:12][CH:13]=2)[N:8]([CH2:17][C:18]2[CH:23]=[CH:22][CH:21]=[C:20]([CH3:24])[N:19]=2)[CH:7]=1)=[O:5].I[C:27]1[CH:28]=[CH:29][C:30]([C:33]([F:36])([F:35])[F:34])=[N:31][CH:32]=1.C([Mg]Cl)(C)C>C1COCC1>[CH3:24][C:20]1[N:19]=[C:18]([CH2:17][N:8]2[C:9]3[C:14](=[CH:13][CH:12]=[CH:11][CH:10]=3)[C:15](=[O:16])[C:6]([C:4]([C:27]3[CH:32]=[N:31][C:30]([C:33]([F:36])([F:35])[F:34])=[CH:29][CH:28]=3)=[O:5])=[CH:7]2)[CH:23]=[CH:22][CH:21]=1. Procedure details: Experimental conditions analogous to those described for Step 6 of Example 60, from 120 mg (0.36 mmol) of 1-(6-methyl-pyridin-2-ylmethyl)-4-oxo-1,4-dihydro-quinoline-3-carboxylic acid methoxy-methyl-amide in 1 mL THF and 214 mg (0.78 mmol) of 5-iodo-2-trifluoromethyl-pyridine in 1.5 mL THF with 0.41 mL 2M isopropylmagnesium chloride. Yield: 81 mg of a white powder. LC-MSD, m/z for C23H16F3N3O2 [M+H]+=424.1; HPLC retention time: 2.2 min.